describe an organic reaction: reactants, conditions, products, and yield From a dataset of the Open Reaction Database (ORD), a public repository of structured organic reaction records. The reactants are COC(=O)C(CC1CCCC1)c1ccc(C(F)(F)F)c(F)c1, [Li+], C1CCOC1, [OH-]. Product: O=C(O)C(CC1CCCC1)c1ccc(C(F)(F)F)c(F)c1. As a reaction SMILES: [CH3:1][O:2][C:3]([CH:4]([CH2:5][CH:6]1[CH2:7][CH2:8][CH2:9][CH2:10]1)[c:11]1[cH:12][c:13]([F:21])[c:14]([C:17]([F:18])([F:19])[F:20])[cH:15][cH:16]1)=[O:22].[Li+:23].[O:25]1[CH2:26][CH2:27][CH2:28][CH2:29]1.[OH-:24]>>[O:2]=[C:3]([CH:4]([CH2:5][CH:6]1[CH2:7][CH2:8][CH2:9][CH2:10]1)[c:11]1[cH:12][c:13]([F:21])[c:14]([C:17]([F:18])([F:19])[F:20])[cH:15][cH:16]1)[OH:22]. Starting materials: O1CCCC=C1 (3,4-dihydro-2H-pyran), COC(=O)C=1C=C2C(=NNC2=CC1)CO (3-hydroxymethyl-1H-indazole-5-carboxylic acid methyl ester), ClCCl (dichloromethane), C1(=CC=C(C=C1)S(=O)(=O)[O-])C.[NH+]1=CC=CC=C1 (pyridinium p-toluene sulfonate). The solvent is C1CCOC1 (THF). Reaction conditions: time 16 hour. Yields the product COC(=O)C=1C=C2C(=NNC2=CC1)COC1OCCCC1 (3-(tetrahydro-pyran-2-yloxymethyl)-1H-indazole-5-carboxylic acid methyl ester). As a reaction SMILES: [CH3:1][O:2][C:3]([C:5]1[CH:6]=[C:7]2[C:11](=[CH:12][CH:13]=1)[NH:10][N:9]=[C:8]2[CH2:14][OH:15])=[O:4].ClCCl.C1(C)C=CC(S([O-])(=O)=O)=CC=1.[NH+]1C=CC=CC=1.[O:36]1[CH:41]=[CH:40][CH2:39][CH2:38][CH2:37]1>C1COCC1>[CH3:1][O:2][C:3]([C:5]1[CH:6]=[C:7]2[C:11](=[CH:12][CH:13]=1)[NH:10][N:9]=[C:8]2[CH2:14][O:15][CH:37]1[CH2:38][CH2:39][CH2:40][CH2:41][O:36]1)=[O:4] |f:2.3|. Procedure details: To a solution of 3-hydroxymethyl-1H-indazole-5-carboxylic acid methyl ester (0.32 g, 1.55 mmol) in a mixture of anhydrous dichloromethane and THF (2:1, 60 mL) was added pyridinium p-toluene sulfonate (0.08 g, 0.31 mmol) and then 3,4-dihydro-2H-pyran (0.19 g, 2.32 mmol) was added. The reaction mixture was stirred at room temperature for 16 hours under nitrogen. Solvent was evaporated; water (100 mL) was added, and the mixture was extracted with ethyl acetate (100 mL). The organic phase was washed... Reactants: C(CN(CC(=O)[O-])CC(=O)[O-])N(CCN(CC(=O)[O-])CC(=O)[O-])CC(=O)[O-] (diethylenetriaminepentaacetate), [Na] (sodium). The product is C(CN(CC(=O)O)CC(=O)O)N(CCN(CC(=O)O)CC(=O)O)CC(=O)O (DTPA). Reaction SMILES: [CH2:1]([N:12]([CH2:24][C:25]([O-:27])=[O:26])[CH2:13][CH2:14][N:15]([CH2:20][C:21]([O-:23])=[O:22])[CH2:16][C:17]([O-:19])=[O:18])[CH2:2][N:3]([CH2:8][C:9]([O-:11])=[O:10])[CH2:4][C:5]([O-:7])=[O:6].[Na]>>[CH2:13]([N:12]([CH2:24][C:25]([OH:27])=[O:26])[CH2:1][CH2:2][N:3]([CH2:4][C:5]([OH:7])=[O:6])[CH2:8][C:9]([OH:11])=[O:10])[CH2:14][N:15]([CH2:20][C:21]([OH:23])=[O:22])[CH2:16][C:17]([OH:19])=[O:18] |^1:27|. Reported procedure: diethylenetriaminepentaacetate, sodium salt. Reactants: C(Cl)Cl (methylene chloride), N1[C@@H](CC2=CC=CC=C12)C(=O)OC(C)(C)C (t-butyl indoline-2(S)-carboxylate), C(C1=CC=CC=C1)OC(=O)N[C@H](CCC(=O)[O-])C(=O)OCC (alpha-ethyl N-benzyloxycarbonyl-D-glutamate). Solvent: O (water). The product is C(C1=CC=CC=C1)OC(=O)N[C@H](CCC(=O)N1[C@@H](CC2=CC=CC=C12)C(=O)OC(C)(C)C)C(=O)OCC (t-butyl 1-(N-benzyloxycarbonyl-O1 -ethyl-gamma-D-glutamyl)indoline-2(s)-carboxylate). Isolated yield 66.1%. RXN SMILES: C(Cl)Cl.[NH:4]1[C:12]2[C:7](=[CH:8][CH:9]=[CH:10][CH:11]=2)[CH2:6][C@H:5]1[C:13]([O:15][C:16]([CH3:19])([CH3:18])[CH3:17])=[O:14].[CH2:20]([O:27][C:28]([NH:30][C@@H:31]([C:37]([O:39][CH2:40][CH3:41])=[O:38])[CH2:32][CH2:33][C:34]([O-])=[O:35])=[O:29])[C:21]1[CH:26]=[CH:25][CH:24]=[CH:23][CH:22]=1>O>[CH2:20]([O:27][C:28]([NH:30][C@@H:31]([C:37]([O:39][CH2:40][CH3:41])=[O:38])[CH2:32][CH2:33][C:34]([N:4]1[C:12]2[C:7](=[CH:8][CH:9]=[CH:10][CH:11]=2)[CH2:6][C@H:5]1[C:13]([O:15][C:16]([CH3:19])([CH3:18])[CH3:17])=[O:14])=[O:35])=[O:29])[C:21]1[CH:22]=[CH:23][CH:24]=[CH:25][CH:26]=1. Reported procedure: The water-soluble carbodiimide hydrochloride (4.3 g), 4.0 g of 1-benzyloxycarbonyl-indoline-2(S)-carboxylic acid, 1.2 g of t-butanol and 1.05 g of 4-dimethylaminopyridine were stirred in methylene chloride under ice cooling for 2 hours and then at room temperature overnight. The reaction mixture was washed successively with 10% citric acid, aqueous sodium bicarbonate solution and aqueous sodium chloride solution, and dried. The solvent was evaporated, and the residue was purified by silica gel c... The reactants are COC([C@H](CC1=CC=C(C=C1)O)NC(=O)OCC=C)=O ((S)-2-Allyloxycarbonylamino-3-(4-hydroxy-phenyl)-propionic acid methyl ester), C(=O)([O-])[O-].[K+].[K+] (K2CO3), O (water), C(C=C)Br (allylbromide). Run in CN(C)C=O (DMF). Run at time 9 hour. The product is COC([C@H](CC1=CC=C(C=C1)OCC=C)NC(=O)OCC=C)=O ((S)-2-Allyloxycarbonylamino-3-(4-allyloxy-phenyl)-propionic acid methyl ester). Isolated yield 92.1%. Reaction SMILES: [CH3:1][O:2][C:3](=[O:20])[C@@H:4]([NH:13][C:14]([O:16][CH2:17][CH:18]=[CH2:19])=[O:15])[CH2:5][C:6]1[CH:11]=[CH:10][C:9]([OH:12])=[CH:8][CH:7]=1.C([O-])([O-])=O.[K+].[K+].[CH2:27](Br)[CH:28]=[CH2:29].O>CN(C=O)C>[CH3:1][O:2][C:3](=[O:20])[C@@H:4]([NH:13][C:14]([O:16][CH2:17][CH:18]=[CH2:19])=[O:15])[CH2:5][C:6]1[CH:11]=[CH:10][C:9]([O:12][CH2:29][CH:28]=[CH2:27])=[CH:8][CH:7]=1 |f:1.2.3|. Procedure: To a solution of 18 (30 g, 107.4 mmol, 1.0 equiv) in DMF (170 mL) at room temperature was added solid K2CO3 (29.6 g, 214.2 mmol, 2.0 equiv) then allylbromide (10.2 mL, 116.3 mmol, 1.1 equiv) dropwise. The suspension was stirred at room temperature for 9 hours, after which time water (500 mL) was added and extracted with ether (4×250 mL). The organics were combined, washed with brine, dried over MgSO4, and concentrated. Purification by flash chromatography (20→60% EtOAc/hexane) afforded 19 (31.6 ... Reactants: C(C)(C)NC(C)C (diisopropylamine), C(CCC)[Li] (butyl lithium), C[Si](N1C(CCCCC1)=O)(C)C (1-trimethylsilylhexahydro-2H-azepin-2-one), COC1=CC(CCC1)=O (3-methoxy-2-cyclohexenone), C(C)(C)[N-]C(C)C.[Li+] (Lithium diisopropylamide), Cl (hydrochloric acid). Solvent: CCCCCC (hexane), C1CCOC1 (THF), C(Cl)(Cl)Cl (chloroform), C1CCOC1 (THF), C1CCOC1 (THF). Reaction conditions: time 18 hour. Product: O=C1C=C(CCC1)C1C(NCCCC1)=O (hexahydro 3-(3-oxocyclohexen-1-yl) -2H-azepin-2-one). Isolated yield 67.9%. As a reaction SMILES: C([N-]C(C)C)(C)C.[Li+].C(NC(C)C)(C)C.C([Li])CCC.C[Si](C)(C)[N:23]1[CH2:29][CH2:28][CH2:27][CH2:26][CH2:25][C:24]1=[O:30].C[O:34][C:35]1[CH2:40][CH2:39][CH2:38][C:37](=O)[CH:36]=1.Cl>CCCCCC.C1COCC1.C(Cl)(Cl)Cl>[O:34]=[C:35]1[CH2:40][CH2:39][CH2:38][C:37]([CH:25]2[CH2:26][CH2:27][CH2:28][CH2:29][NH:23][C:24]2=[O:30])=[CH:36]1 |f:0.1|. Procedure: Lithium diisopropylamide, prepared by treating diisopropylamine (45.3 ml) with 1.4 M butyl lithium in hexane (231 ml) at -10° C. under nitrogen, was treated at -60° C. with 1-trimethylsilylhexahydro-2H-azepin-2-one (63.7 g) in dry THF (50 ml). The white suspension was treated after 20 minutes with a solution of 3-methoxy-2-cyclohexenone (40.8 g) in THF (50 ml). The resulting solution was allowed to warm to ambient temperature. After a further 3 hours the cooled solution was treated with concentr...